From a dataset of the Open Reaction Database (ORD), a public repository of structured organic reaction records. describe an organic reaction: reactants, conditions, products, and yield Reactants: N1=C(C=NC=C1)C(=O)O (2-pyrazinecarboxylic acid), N,N'-carbonyldiimidazole, NC1=NC2=NC(=CC=C2C=C1)Cl (2-amino-7-chloro-1,8-naphthyridine). Conditions: temperature 25 celsius, time 1 hour. Yields the product ClC1=CC=C2C=CC(=NC2=N1)NC(=O)C1=NC=CN=C1 (N-(7-Chloro-1,8-naphthyridin-2-yl)-2-pyrazinecarboxamide). Yield: 68.4%. As a reaction SMILES: [N:1]1[CH:6]=[CH:5][N:4]=[CH:3][C:2]=1[C:7]([OH:9])=O.[NH2:10][C:11]1[CH:20]=[CH:19][C:18]2[C:13](=[N:14][C:15]([Cl:21])=[CH:16][CH:17]=2)[N:12]=1>>[Cl:21][C:15]1[N:14]=[C:13]2[C:18]([CH:19]=[CH:20][C:11]([NH:10][C:7]([C:2]3[CH:3]=[N:4][CH:5]=[CH:6][N:1]=3)=[O:9])=[N:12]2)=[CH:17][CH:16]=1. Procedure details: The procedure is similar to that described in Example 1, but starting with 2-pyrazinecarboxylic acid (7.5 g), N,N'-carbonyldiimidazole (9.7 g) and 2-amino-7-chloro-1,8-naphthyridine (10.8 g). The insoluble product is separated by filtration, washed with tetrahydrofuran (3×50 cc) and then with water (300 cc) and dried in the air. The product is suspended in acetonitrile (100 cc), stirred for 1 hour at 25° C. and separated by filtration, and then dried at 50° C. under reduced pressure (0.07 kPa). ... Yield: 39.4%. Solvent: CN(C=O)C (dimethylformamide). RXN SMILES: [CH3:1][O:2][C:3](=[O:13])[C:4](=[O:12])[C:5]1[CH:10]=[CH:9][C:8]([OH:11])=[CH:7][CH:6]=1.[H-].[Na+].S([O-])(=O)(=O)C.[CH:21]1[C:30]2[C:25](=[CH:26][CH:27]=[CH:28][CH:29]=2)[CH:24]=[CH:23][C:22]=1[S:31][CH2:32][CH2:33][CH2:34][CH2:35]O>CN(C)C=O>[CH3:1][O:2][C:3](=[O:13])[C:4](=[O:12])[C:5]1[CH:10]=[CH:9][C:8]([O:11][CH2:35][CH2:34][CH2:33][CH2:32][S:31][C:22]2[CH:23]=[CH:24][C:25]3[C:30](=[CH:29][CH:28]=[CH:27][CH:26]=3)[CH:21]=2)=[CH:7][CH:6]=1 |f:1.2|. Product: COC(C(C1=CC=C(C=C1)OCCCCSC1=CC2=CC=CC=C2C=C1)=O)=O (4-[[4-(2-naphthalenylthio)butyl]oxy]-alpha-oxobenzeneacetic acid methyl ester). Run at temperature 60 celsius, time 15 minute. Reactants: C1=C(C=CC2=CC=CC=C12)SCCCCO (4-(2-naphthylthio)butanol), COC(C(C1=CC=C(C=C1)O)=O)=O (4-hydroxy-alpha-oxobenzeneacetic acid methyl ester), S(C)(=O)(=O)[O-] (mesylate), [H-].[Na+] (sodium hydride). Procedure: A stirred mixture of 4-hydroxy-alpha-oxobenzeneacetic acid methyl ester (0.724 g) in dimethylformamide (10 mL) under argon was treated with 55% sodium hydride (0.175 g), stirred for 15 minutes and treated with the mesylate prepared from 4-(2-naphthylthio)butanol (1.55 g). The mixture was stirred and heated under argon at 60° C. overnight and worked up as in Example 20. The material from dichloromethane extraction was purified by HPLC (dichloromethane-hexane; 3:1) and crystallized from diethyl et... The reactants are CCOc1c(C)c(Br)c(C)c2c1OC(C)C2, COc1ccc(N2CCNCC2)cc1. Product: CCOc1c(C)c(N2CCN(c3ccc(OC)cc3)CC2)c(C)c2c1OC(C)C2. As a reaction SMILES: [Br:1][c:2]1[c:3]([CH3:16])[c:4]([O:13][CH2:14][CH3:15])[c:5]2[c:6]([c:11]1[CH3:12])[CH2:7][CH:8]([CH3:10])[O:9]2.[CH3:17][O:18][c:19]1[cH:20][cH:21][c:22]([N:25]2[CH2:26][CH2:27][NH:28][CH2:29][CH2:30]2)[cH:23][cH:24]1>>[c:2]1([N:28]2[CH2:27][CH2:26][N:25]([c:22]3[cH:21][cH:20][c:19]([O:18][CH3:17])[cH:24][cH:23]3)[CH2:30][CH2:29]2)[c:3]([CH3:16])[c:4]([O:13][CH2:14][CH3:15])[c:5]2[c:6]([c:11]1[CH3:12])[CH2:7][CH:8]([CH3:10])[O:9]2. The reactants are ClC1=CC=C(C=C1)C=1SC(=C(N1)CC(=O)N)C1=CC=CC=C1 (2-(4-chlorophenyl)-5-phenylthiazol-4-yl acetamide), P(=O)(Cl)(Cl)Cl (phosphorus oxychloride), N (ammonia). The reagents and catalysts are N1=CC=CC=C1 (pyridine). Solvent: C(Cl)(Cl)Cl (chloroform). Product: ClC1=CC=C(C=C1)C=1SC(=C(N1)CC#N)C1=CC=CC=C1 (2-(4-chlorophenyl)-5-phenylthiazol-4-yl acetonitrile). Yield: 96.5%. RXN SMILES: [Cl:1][C:2]1[CH:7]=[CH:6][C:5]([C:8]2[S:9][C:10]([C:17]3[CH:22]=[CH:21][CH:20]=[CH:19][CH:18]=3)=[C:11]([CH2:13][C:14]([NH2:16])=O)[N:12]=2)=[CH:4][CH:3]=1.P(Cl)(Cl)(Cl)=O.N>C(Cl)(Cl)Cl.N1C=CC=CC=1>[Cl:1][C:2]1[CH:3]=[CH:4][C:5]([C:8]2[S:9][C:10]([C:17]3[CH:18]=[CH:19][CH:20]=[CH:21][CH:22]=3)=[C:11]([CH2:13][C:14]#[N:16])[N:12]=2)=[CH:6][CH:7]=1. Reported procedure: To a solution of 2-(4-chlorophenyl)-5-phenylthiazol-4-yl acetamide (3.4 g) and phosphorus oxychloride (3 ml) in chloroform (50 ml) was added one drop of pyridine, and the mixture was refluxed for 8 hours. Cold diluted aqueous ammonia was poured into the mixture and the organic layer was collected. After removing the solvent under reduced pressure, ethanol was added to the residue and crystal was collected by filtration to obtain 2-(4-chlorophenyl)-5-phenylthiazol-4-yl acetonitrile (3.1 g). Reactants: [Al+3], C1CCOC1, COCCc1ccc(Cl)c(C(=O)OC(C)(C)C)c1, [H-], [H-], [H-], [H-], [Li+]. Product: COCCc1ccc(Cl)c(CO)c1. RXN SMILES: [Al+3:20].[CH2:25]1[O:26][CH2:27][CH2:28][CH2:29]1.[Cl:1][c:2]1[c:3]([C:4](=[O:5])[O:6][C:7]([CH3:8])([CH3:9])[CH3:10])[cH:11][c:12]([CH2:15][CH2:16][O:17][CH3:18])[cH:13][cH:14]1.[H-:19].[H-:22].[H-:23].[H-:24].[Li+:21]>>[Cl:1][c:2]1[c:3]([CH2:4][OH:5])[cH:11][c:12]([CH2:15][CH2:16][O:17][CH3:18])[cH:13][cH:14]1. The reactants are [H][H] (hydrogen), o&, tris-triphenylphosphinyl rhodium chloride, C1(=CC=CC=C1)SC1(CC1)C(=O)C=CC1=CC=C(C=C1)Cl (4-chlorophenylethenyl 1-phenylmercapto-cyclopropyl ketone). Run in C1(=CC=CC=C1)C (toluene). Run at temperature 50 celsius. Yields the product C1(=CC=CC=C1)SC1(CC1)C(=O)CCC1=CC=C(C=C1)Cl (4-chlorophenylethyl 1-phenylmercaptocyclopropyl ketone). Yield: 89.6%. RXN SMILES: [C:1]1([S:7][C:8]2([C:11]([CH:13]=[CH:14][C:15]3[CH:20]=[CH:19][C:18]([Cl:21])=[CH:17][CH:16]=3)=[O:12])[CH2:10][CH2:9]2)[CH:6]=[CH:5][CH:4]=[CH:3][CH:2]=1.[H][H]>C1(C)C=CC=CC=1>[C:1]1([S:7][C:8]2([C:11]([CH2:13][CH2:14][C:15]3[CH:20]=[CH:19][C:18]([Cl:21])=[CH:17][CH:16]=3)=[O:12])[CH2:9][CH2:10]2)[CH:2]=[CH:3][CH:4]=[CH:5][CH:6]=1. Procedure details: 460 mg (0.5 mmol) o& tris-triphenylphosphinyl rhodium chloride (=1 mol %, with respect to the reaction components) is added to a 100 ml autoclave. After purging with nitrogen, an air-free solution of 15.7 g (0.05 mol) of 4-chlorophenylethenyl 1-phenylmercapto-cyclopropyl ketone in 40 ml of toluene is added and heated at 50° C. under a hydrogen pressure of 30 bar. The hydrogen pressure is kept between 40 and 50 bar until the absorption of gas is complete. The mixture is subsequently reacted for 1...